From a dataset of the Open Reaction Database (ORD), a public repository of structured organic reaction records. describe an organic reaction: reactants, conditions, products, and yield Starting materials: O=C[C@H](O)[C@@H](O)[C@@H](O)[C@H](O)CO (D-galactose), C(CCCC)N (n-pentylamine), ClCCN=C=O (2-chloroethyl isocyanate). Yields the product ClCCNC(=O)N(C1[C@H](O)[C@@H](O)[C@@H](O)[C@H](O1)CO)CCCCC (1-(2-chloroethyl)-3-n-pentyl-3-D-galactopyranosylurea). The yield is 77.6%. As a reaction SMILES: O=[CH:2][C@@H:3]([C@H:5]([C@H:7]([C@@H:9]([CH2:11][OH:12])[OH:10])[OH:8])[OH:6])[OH:4].[CH2:13]([NH2:18])[CH2:14][CH2:15][CH2:16][CH3:17].[Cl:19][CH2:20][CH2:21][N:22]=[C:23]=[O:24]>>[Cl:19][CH2:20][CH2:21][NH:22][C:23]([N:18]([CH2:13][CH2:14][CH2:15][CH2:16][CH3:17])[CH:2]1[O:10][C@H:9]([CH2:11][OH:12])[C@H:7]([OH:8])[C@H:5]([OH:6])[C@H:3]1[OH:4])=[O:24]. Procedure: 3.6 g of D-galactose, 2.3 g of n-pentylamine and 2.5 g of 2-chloroethyl isocyanate are treated in the same manner as described in Example 5-(1). 5.5 g of 1-(2-chloroethyl)-3-n-pentyl-3-D-galactopyranosylurea are thereby obtained as colorless caramel. The reactants are ClC=1C=CC=2NC=CC2C1. The reagents and catalysts are N=1C=CC(=CC1C=2N=CC=C(C2)C(C)(C)C)C(C)(C)C, O1B(OC(C)(C)C1(C)C)B2OC(C)(C)C(O2)(C)C, O1BOC(C)(C)C1(C)C, C1CC=CCCC=C1.C1CC=CCCC=C1.[Cl-].[Cl-].[Ir].[Ir]. Solvent: O1CCCC1. Run at temperature 80 celsius, time 4 hour. Product: ClC1=CC=2C=CNC2C(=C1)B3OC(C)(C)C(O3)(C)C. Yield: 64.0%. Reactants: CC(C)(C)OC(=O)N1CCC(CC1)CC=1C=C(C=CC1)C(=O)NCC=1C=CC(=C(C1)C1=CC(=CC=C1)CN1C[C@@H](N(CC1)C(=O)OC(C)(C)C)C)F (1,1-dimethylethyl (2S)-4-[(5′-{[({3-[(1-{[(1,1-dimethylethyl)oxy]carbonyl}-4-piperidinyl)methyl]phenyl}carbonyl)amino]methyl}-2′-fluoro-3-biphenylyl)methyl]-2-methyl-1-piperazinecarboxylate), CN(C)C=O (DMF), [H-].[Na+] (NaH), BrCCCC1=CC=CC=C1 ((3-bromopropyl)benzene). Yields the product FC1=CC=C(C=C1C1=CC(=CC=C1)CN1C[C@@H](NCC1)C)CN(C(C1=CC(=CC=C1)CC1CCNCC1)=O)CCCC1=CC=CC=C1 (N-[(6-fluoro-3′-{[(3S)-3-methyl-1-piperazinyl]methyl}-3-biphenylyl)methyl]-N-(3-phenylpropyl)-3-(4-piperidinylmethyl)benzamide). The yield is 70.0%. RXN SMILES: CC(OC([N:8]1[CH2:13][CH2:12][CH:11]([CH2:14][C:15]2[CH:16]=[C:17]([C:21]([NH:23][CH2:24][C:25]3[CH:26]=[CH:27][C:28]([F:52])=[C:29](C4C=CC=C(CN5CCN(C(OC(C)(C)C)=O)[C@@H](C)C5)C=4)[CH:30]=3)=[O:22])[CH:18]=[CH:19][CH:20]=2)[CH2:10][CH2:9]1)=O)(C)C.[H-].[Na+].Br[CH2:56][CH2:57][CH2:58][C:59]1[CH:64]=[CH:63][CH:62]=[CH:61][CH:60]=1.[CH3:65][N:66]([CH:68]=O)[CH3:67]>>[F:52][C:28]1[C:29]([C:15]2[CH:16]=[CH:17][CH:18]=[C:19]([CH2:65][N:66]3[CH2:68][CH2:13][NH:8][C@@H:9]([CH3:10])[CH2:67]3)[CH:20]=2)=[CH:30][C:25]([CH2:24][N:23]([CH2:56][CH2:57][CH2:58][C:59]2[CH:64]=[CH:63][CH:62]=[CH:61][CH:60]=2)[C:21](=[O:22])[C:17]2[CH:18]=[CH:19][CH:20]=[C:15]([CH2:14][CH:11]3[CH2:12][CH2:13][NH:8][CH2:9][CH2:10]3)[CH:16]=2)=[CH:26][CH:27]=1 |f:1.2|. Procedure: Following the general procedure outlined in Example 66, 1,1-dimethylethyl (2S)-4-[(5′-{[({3-[(1-{[(1,1-dimethylethyl)oxy]carbonyl}-4-piperidinyl)methyl]phenyl}carbonyl)amino]methyl}-2′-fluoro-3-biphenylyl)methyl]-2-methyl-1-piperazinecarboxylate (76.1 mg, 0.106 mmol), NaH (8.29 mg, 0.345 mmol) and (3-bromopropyl)benzene (0.024 mL, 0.160 mmol) in DMF (1.0 mL) were reacted to give the desired product (47.2 mg, 70.0%). EI-MS m/z 633(M−H)+. Reactants: Br\C=C/COC1=CC=C(C=O)C=C1 (4-{[(2Z)-3-bromoprop-2-enyl]oxy}benzaldehyde), CC1=C(N)C=CC=C1[N+](=O)[O-] (2-methyl-3-nitroaniline). Yields the product Br\C=C/COC1=CC=C(CNC2=C(C(=CC=C2)[N+](=O)[O-])C)C=C1 (N-(4-{[(2Z)-3-bromoprop-2-enyl]oxy}benzyl)-N-(2-methyl-3-nitrophenyl)amine). RXN SMILES: [Br:1]/[CH:2]=[CH:3]\[CH2:4][O:5][C:6]1[CH:13]=[CH:12][C:9]([CH:10]=O)=[CH:8][CH:7]=1.[CH3:14][C:15]1[C:21]([N+:22]([O-:24])=[O:23])=[CH:20][CH:19]=[CH:18][C:16]=1[NH2:17]>>[Br:1]/[CH:2]=[CH:3]\[CH2:4][O:5][C:6]1[CH:13]=[CH:12][C:9]([CH2:10][NH:17][C:16]2[CH:18]=[CH:19][CH:20]=[C:21]([N+:22]([O-:24])=[O:23])[C:15]=2[CH3:14])=[CH:8][CH:7]=1. Procedure details: The product from Example 57A and 2-methyl-3-nitroaniline were processed as described in Example 6A to provide the title compound.